describe an organic reaction: reactants, conditions, products, and yield From a dataset of the Open Reaction Database (ORD), a public repository of structured organic reaction records. Starting materials: CCO, CCOC(=O)c1ccc(NCCc2ccc3c(c2)N(C(C)C)CCC3(C)C)cc1, [K+], [OH-]. Product: CC(C)N1CCC(C)(C)c2ccc(CCNc3ccc(C(=O)O)cc3)cc21. Reaction SMILES: [CH3:32][CH2:33][OH:34].[CH:1]([CH3:2])([CH3:3])[N:4]1[CH2:5][CH2:6][C:7]([CH3:28])([CH3:29])[c:8]2[cH:9][cH:10][c:11]([CH2:14][CH2:15][NH:16][c:17]3[cH:18][cH:19][c:20]([C:21](=[O:22])[O:23][CH2:24][CH3:25])[cH:26][cH:27]3)[cH:12][c:13]21.[K+:31].[OH-:30]>>[CH:1]([CH3:2])([CH3:3])[N:4]1[CH2:5][CH2:6][C:7]([CH3:28])([CH3:29])[c:8]2[cH:9][cH:10][c:11]([CH2:14][CH2:15][NH:16][c:17]3[cH:18][cH:19][c:20]([C:21](=[O:22])[OH:23])[cH:26][cH:27]3)[cH:12][c:13]21. The reactants are [Li]C, COc1ccc(OC)c2c1CCC(O)(C(=O)O)C2, ClC(Cl)Cl, Cl. Yields the product COc1ccc(OC)c2c1CCC(O)(C(C)=O)C2. Reaction SMILES: [CH3:19][Li:20].[CH3:1][O:2][c:3]1[c:4]2[c:9]([c:10]([O:13][CH3:14])[cH:11][cH:12]1)[CH2:8][C:7]([C:15](=[O:16])[OH:17])([OH:18])[CH2:6][CH2:5]2.[CH:22]([Cl:23])([Cl:24])[Cl:25].[ClH:21]>>[CH3:1][O:2][c:3]1[c:4]2[c:9]([c:10]([O:13][CH3:14])[cH:11][cH:12]1)[CH2:8][C:7]([C:15](=[O:17])[CH3:19])([OH:18])[CH2:6][CH2:5]2. Reactants: CC(=O)Oc1ccc(C(=O)Sc2cc(Cl)c(Cl)cc2Cl)cc1, Cl, C1CCOC1. The product is O=C(Sc1cc(Cl)c(Cl)cc1Cl)c1ccc(O)cc1. RXN SMILES: [C:1](=[O:2])([CH3:3])[O:4][c:5]1[cH:6][cH:7][c:8]([C:9](=[O:10])[S:11][c:12]2[c:13]([Cl:20])[cH:14][c:15]([Cl:19])[c:16]([Cl:18])[cH:17]2)[cH:21][cH:22]1.[ClH:23].[O:24]1[CH2:25][CH2:26][CH2:27][CH2:28]1>>[OH:4][c:5]1[cH:6][cH:7][c:8]([C:9](=[O:10])[S:11][c:12]2[c:13]([Cl:20])[cH:14][c:15]([Cl:19])[c:16]([Cl:18])[cH:17]2)[cH:21][cH:22]1.